Task: describe an organic reaction: reactants, conditions, products, and yield. Dataset: the Open Reaction Database (ORD), a public repository of structured organic reaction records The reactants are CI (methyl iodide), N1C=C(C2=CC=CC=C12)CC1=CC=C(C(=O)OC)C=C1 (methyl 4-((1H-indol-3-yl)methyl)benzoate), [H-].[Na+] (NaH). Solvent: C1CCOC1 (THF), C1CCOC1 (THF). Run at time 15 minute. Yields the product CN1C=C(C2=CC=CC=C12)CC1=CC=C(C(=O)OC)C=C1 (methyl 4-((1-methyl-1H-indol-3-yl)methyl)benzoate). RXN SMILES: [NH:1]1[C:9]2[C:4](=[CH:5][CH:6]=[CH:7][CH:8]=2)[C:3]([CH2:10][C:11]2[CH:20]=[CH:19][C:14]([C:15]([O:17][CH3:18])=[O:16])=[CH:13][CH:12]=2)=[CH:2]1.[H-].[Na+].[CH3:23]I>C1COCC1>[CH3:23][N:1]1[C:9]2[C:4](=[CH:5][CH:6]=[CH:7][CH:8]=2)[C:3]([CH2:10][C:11]2[CH:20]=[CH:19][C:14]([C:15]([O:17][CH3:18])=[O:16])=[CH:13][CH:12]=2)=[CH:2]1 |f:1.2|. Reported procedure: A solution of methyl 4-((1H-indol-3-yl)methyl)benzoate (0.250 g, 0.94 mmol) in THF is added dropwise to a suspension of NaH (0.048 g, 1.19 mmol) in THF. The mixture is stirred for 15 minutes, treated with methyl iodide (0.154 g, 1.08 mmol), stirred for 30 minutes and concentrated in vacuo. The resultant solid residue is partioned between CH2Cl2 and H2O. The organic phase is separated, dried over Na2SO4 and concentrated to dryness to yield methyl 4-((1-methyl-1H-indol-3-yl)methyl)benzoate.